From a dataset of the Open Reaction Database (ORD), a public repository of structured organic reaction records. describe an organic reaction: reactants, conditions, products, and yield The reactants are Fc1cc2[nH]ccc2cc1OCc1ccccc1, CO, [H-], [Na+], CN(C)C=O, O=S(=O)(Cl)c1ccccc1. The product is O=S(=O)(c1ccccc1)n1ccc2cc(OCc3ccccc3)c(F)cc21. As a reaction SMILES: [CH2:1]([c:2]1[cH:3][cH:4][cH:5][cH:6][cH:7]1)[O:8][c:9]1[cH:10][c:11]2[cH:12][cH:13][nH:14][c:15]2[cH:16][c:17]1[F:18].[CH3:31][OH:32].[H-:19].[Na+:20].[O:33]=[CH:34][N:35]([CH3:36])[CH3:37].[c:21]1([S:27](=[O:28])(=[O:29])[Cl:30])[cH:22][cH:23][cH:24][cH:25][cH:26]1>>[CH2:1]([c:2]1[cH:3][cH:4][cH:5][cH:6][cH:7]1)[O:8][c:9]1[cH:10][c:11]2[cH:12][cH:13][n:14]([S:27]([c:21]3[cH:22][cH:23][cH:24][cH:25][cH:26]3)(=[O:28])=[O:29])[c:15]2[cH:16][c:17]1[F:18]. Reactants: O=C([O-])[O-], CN(C)C=O, [K+], [K+], Nc1cc(Cl)ccc1[N+](=O)[O-], O, Sc1ncccn1. Yields the product Nc1cc(Sc2ncccn2)ccc1[N+](=O)[O-]. As a reaction SMILES: [C:12](=[O:13])([O-:14])[O-:15].[CH3:25][N:26]([CH3:27])[CH:28]=[O:29].[K+:16].[K+:17].[NH2:1][c:2]1[c:3]([N+:9](=[O:10])[O-:11])[cH:4][cH:5][c:6]([Cl:8])[cH:7]1.[OH2:30].[SH:18][c:19]1[n:20][cH:21][cH:22][cH:23][n:24]1>>[NH2:1][c:2]1[c:3]([N+:9](=[O:10])[O-:11])[cH:4][cH:5][c:6]([S:18][c:19]2[n:20][cH:21][cH:22][cH:23][n:24]2)[cH:7]1. Starting materials: C(C)OC(=O)N1N=C(OC(C1)OCC)C1=CC(=CC=C1)C(F)(F)F (6-ethoxy-5,6-dihydro-2-[3-(trifluoromethyl)phenyl]-4H-1,3,4-oxadiazine-4-carboxylic acid ethyl ester), [OH-].[K+] (KOH), C(C)O (ethanol). Run in O (water), O (water). Yields the product C(C)OC1CNN=C(O1)C1=CC(=CC=C1)C(F)(F)F (6-ethoxy-5,6-dihydro-2-[3-(trifluoromethyl)phenyl]-4H-1,3,4-oxadiazine). Yield: 52.0%. Reaction SMILES: C(OC([N:6]1[CH2:11][CH:10]([O:12][CH2:13][CH3:14])[O:9][C:8]([C:15]2[CH:20]=[CH:19][CH:18]=[C:17]([C:21]([F:24])([F:23])[F:22])[CH:16]=2)=[N:7]1)=O)C.[OH-].[K+].C(O)C>O>[CH2:13]([O:12][CH:10]1[O:9][C:8]([C:15]2[CH:20]=[CH:19][CH:18]=[C:17]([C:21]([F:23])([F:24])[F:22])[CH:16]=2)=[N:7][NH:6][CH2:11]1)[CH3:14] |f:1.2|. Reported procedure: The crude 6-ethoxy-5,6-dihydro-2-[3-(trifluoromethyl)phenyl]-4H-1,3,4-oxadiazine-4-carboxylic acid ethyl ester (17 g) from Step C above, was mixed with 12 g of KOH, 20 g of ethanol, and 40 g of water to create a reaction mixture. The reaction mixture was refluxed for 6 hours and then cooled. 50 ml of water was then added to the reaction mixture, followed by extraction with ethyl acetate (4×100 ml). The ethyl acetate extracts were conbined, dried (MgSO4) and the solvent removed, to give 7 g of cr... Reactants: NC1=CC(=CC(N1C1CC1)=O)C1=CC(=CC=C1)Cl (6-amino-4-(3-chlorophenyl)-1-cyclopropyl-2(1H)-pyridone), C(C)(=O)CC(C)=O (acetylacetone). The product is ClC=1C=C(C=CC1)C1=CC(N(C2=NC(=CC(=C12)C)C)C1CC1)=O (4-(3-Chlorophenyl)-1-cyclopropyl-5,7-dimethyl-1,8-naphthyridin-2(1H)-one). RXN SMILES: [NH2:1][C:2]1[N:7]([CH:8]2[CH2:10][CH2:9]2)[C:6](=[O:11])[CH:5]=[C:4]([C:12]2[CH:17]=[CH:16][CH:15]=[C:14]([Cl:18])[CH:13]=2)[CH:3]=1.[C:19]([CH2:22][C:23](=O)[CH3:24])(=O)[CH3:20]>>[Cl:18][C:14]1[CH:13]=[C:12]([C:4]2[C:3]3[C:2](=[N:1][C:19]([CH3:20])=[CH:22][C:23]=3[CH3:24])[N:7]([CH:8]3[CH2:10][CH2:9]3)[C:6](=[O:11])[CH:5]=2)[CH:17]=[CH:16][CH:15]=1. Reported procedure: Starting compounds: 6-amino-4-(3-chlorophenyl)-1-cyclopropyl-2(1H)-pyridone and acetylacetone The reactants are C(C)(C)(C)OC(=O)N1CC2=CC(=CC=C2C(C1)(C)C)NC(=O)C=1C(=NC=CC1)F (7-[(2-fluoro-pyridine-3-carbonyl)-amino]-4,4-dimethyl-3,4-dihydro-1H-isoquinoline-2-carboxylic acid tert-butyl ester), NCC1=C2C(=NC=C1)N(C=C2)C(C)=O (1-(4-aminomethyl-pyrrolo[2,3-b]pyridin-1-yl)-ethanone), CCN(C(C)C)C(C)C (DIEA). The product is C(C)(C)(C)OC(=O)N1CC2=CC(=CC=C2C(C1)(C)C)NC(=O)C=1C(=NC=CC1)NCC1=C2C(=NC=C1)NC=C2 (4,4-dimethyl-7-({2-[(1H-pyrrolo[2,3-b]pyridin-4-ylmethyl)-amino]-pyridine-3-carbonyl}-amino)-3,4-dihydro-1H-isoquinoline-2-carboxylic acid tert-butyl ester). Reaction SMILES: [C:1]([O:5][C:6]([N:8]1[CH2:17][C:16]([CH3:19])([CH3:18])[C:15]2[C:10](=[CH:11][C:12]([NH:20][C:21]([C:23]3[C:24](F)=[N:25][CH:26]=[CH:27][CH:28]=3)=[O:22])=[CH:13][CH:14]=2)[CH2:9]1)=[O:7])([CH3:4])([CH3:3])[CH3:2].[NH2:30][CH2:31][C:32]1[CH:37]=[CH:36][N:35]=[C:34]2[N:38](C(=O)C)[CH:39]=[CH:40][C:33]=12.CCN(C(C)C)C(C)C>>[C:1]([O:5][C:6]([N:8]1[CH2:17][C:16]([CH3:19])([CH3:18])[C:15]2[C:10](=[CH:11][C:12]([NH:20][C:21]([C:23]3[C:24]([NH:30][CH2:31][C:32]4[CH:37]=[CH:36][N:35]=[C:34]5[NH:38][CH:39]=[CH:40][C:33]=45)=[N:25][CH:26]=[CH:27][CH:28]=3)=[O:22])=[CH:13][CH:14]=2)[CH2:9]1)=[O:7])([CH3:4])([CH3:3])[CH3:2]. Procedure details: A mixture of 7-[(2-fluoro-pyridine-3-carbonyl)-amino]-4,4-dimethyl-3,4-dihydro-1H-isoquinoline-2-carboxylic acid tert-butyl ester (0.24 g), 1-(4-aminomethyl-pyrrolo[2,3-b]pyridin-1-yl)-ethanone (0.14 g), DIEA (0.8 mL) and IpOH (0.8 mL) was subjected to a MicroWave condition (170° C., 1000 s) twice. Evaporation of solvent yielded the crude compound, which was purified by chromatography through silica gel (15 g, 5% MeOH/CH2Cl2) to afford 4,4-dimethyl-7-({2-[(1H-pyrrolo[2,3-b]pyridin-4-ylmethyl)-am...